Dataset: the Open Reaction Database (ORD), a public repository of structured organic reaction records. Task: describe an organic reaction: reactants, conditions, products, and yield The reactants are [OH-].[NH4+] (ammonium hydroxide), C1(=CC=CC=C1)C=1CCN(CC1)CCCCN(C(=O)OCC)C1=C(C(=O)O)C=CC(=C1)[N+](=O)[O-] (2-[N-{4-(4-phenyl-1,2,3,6-tetrahydropyridin-1-yl)butyl}-N-ethoxycarbonylamino]-4-nitrobenzoic acid), N,N'-disuccinimidoyl carbonate, N1=CC=CC=C1 (pyridine). Run in C(C)#N (acetonitrile), O (water). Run at time 3 hour. Product: C1(=CC=CC=C1)C=1CCN(CC1)CCCCN(C(=O)OCC)C1=C(C(=O)N)C=CC(=C1)[N+](=O)[O-] (2-[N-{4-(4-phenyl-1,2,3,6-tetrahydropyridin-1-yl)butyl}-N-ethoxycarbonylamino]-4-nitrobenzamide). Isolated yield 39.3%. RXN SMILES: [C:1]1([C:7]2[CH2:8][CH2:9][N:10]([CH2:13][CH2:14][CH2:15][CH2:16][N:17]([C:23]3[CH:31]=[C:30]([N+:32]([O-:34])=[O:33])[CH:29]=[CH:28][C:24]=3[C:25]([OH:27])=O)[C:18]([O:20][CH2:21][CH3:22])=[O:19])[CH2:11][CH:12]=2)[CH:6]=[CH:5][CH:4]=[CH:3][CH:2]=1.[N:35]1C=CC=CC=1.[OH-].[NH4+]>C(#N)C.O>[C:1]1([C:7]2[CH2:8][CH2:9][N:10]([CH2:13][CH2:14][CH2:15][CH2:16][N:17]([C:23]3[CH:31]=[C:30]([N+:32]([O-:34])=[O:33])[CH:29]=[CH:28][C:24]=3[C:25]([NH2:35])=[O:27])[C:18]([O:20][CH2:21][CH3:22])=[O:19])[CH2:11][CH:12]=2)[CH:6]=[CH:5][CH:4]=[CH:3][CH:2]=1 |f:2.3|. Reported procedure: A mixture of 2-[N-{4-(4-phenyl-1,2,3,6-tetrahydropyridin-1-yl)butyl}-N-ethoxycarbonylamino]-4-nitrobenzoic acid (1.53 g), N,N'-disuccinimidoyl carbonate (924 mg) and pyridine (285 mg) in dry acetonitrile (20 ml) was stirred for 3 hours at room temperature. Then, to the mixture was added 28% ammonium hydroxide (1.4 ml) on an ice-bath. After 1 hour, the reaction mixture was diluted with water, and extracted with chloroform. The extract was washed with brine, dried over magnesium sulfate, and evapo... The reactants are C(C)N1C=C(C(C2=CC(=C(C(=C12)F)F)F)=O)C(=O)O (1-ethyl-6,7,8-trifluoro-1,4-dihydro-4- oxoquinoline-3-carboxylic acid), C1NCC2=CC=CC=C12 (isoindoline), C1CCC2=NCCCN2CC1 (DBU). Run in CN(C)C=O (DMF). Product: C1N(CC2=CC=CC=C12)C1=C(C=C2C(C(=CN(C2=C1F)CC)C(=O)O)=O)F (7-(2-isoindolinyl)-1-ethyl-6,8-difluoro-1,4-dihydro-4- oxoquinoline-3-carboxylic acid). The yield is 36.6%. RXN SMILES: [CH2:1]([N:3]1[C:12]2[C:7](=[CH:8][C:9]([F:15])=[C:10](F)[C:11]=2[F:13])[C:6](=[O:16])[C:5]([C:17]([OH:19])=[O:18])=[CH:4]1)[CH3:2].[CH2:20]1[C:28]2[C:23](=[CH:24][CH:25]=[CH:26][CH:27]=2)[CH2:22][NH:21]1.C1CCN2C(=NCCC2)CC1>CN(C=O)C>[CH2:20]1[C:28]2[C:23](=[CH:24][CH:25]=[CH:26][CH:27]=2)[CH2:22][N:21]1[C:10]1[C:11]([F:13])=[C:12]2[C:7]([C:6](=[O:16])[C:5]([C:17]([OH:19])=[O:18])=[CH:4][N:3]2[CH2:1][CH3:2])=[CH:8][C:9]=1[F:15]. Reported procedure: 136 mg of 1-ethyl-6,7,8-trifluoro-1,4-dihydro-4- oxoquinoline-3-carboxylic acid, 179 mg of isoindoline, 152 mg of DBU, and 1.5 ml of anhydrous DMF were processed in the same manner as in Example 20 to produce 68 mg of the target compound.